This data is from the Open Reaction Database (ORD), a public repository of structured organic reaction records. The task is: describe an organic reaction: reactants, conditions, products, and yield Reactants: C(C)OC(=O)C1=CC(=CC(=C1)C#CCN(C)C(=O)OC(C)(C)C)C(=O)OCC (5-(N-methyl-3-tert-butoxycarbonylaminopropyn-1-yl)-benzene-1,3-dicarboxylic acid diethyl ester). Reagents/catalysts: [Pd] (palladium). Solvent: CO (methanol). Conditions: time 18 hour. The product is C(C)OC(=O)C1=CC(=CC(=C1)CCCN(C)C(=O)OC(C)(C)C)C(=O)OCC (5-(N-methyl-3-tert-butoxycarbonylaminopropyl)-benzene-1,3-dicarboxylic acid diethyl ester). Isolated yield 85.3%. RXN SMILES: [CH2:1]([O:3][C:4]([C:6]1[CH:11]=[C:10]([C:12]#[C:13][CH2:14][N:15]([C:17]([O:19][C:20]([CH3:23])([CH3:22])[CH3:21])=[O:18])[CH3:16])[CH:9]=[C:8]([C:24]([O:26][CH2:27][CH3:28])=[O:25])[CH:7]=1)=[O:5])[CH3:2]>CO.[Pd]>[CH2:27]([O:26][C:24]([C:8]1[CH:9]=[C:10]([CH2:12][CH2:13][CH2:14][N:15]([C:17]([O:19][C:20]([CH3:21])([CH3:23])[CH3:22])=[O:18])[CH3:16])[CH:11]=[C:6]([C:4]([O:3][CH2:1][CH3:2])=[O:5])[CH:7]=1)=[O:25])[CH3:28]. Reported procedure: To a solution of 5-(N-methyl-3-tert-butoxycarbonylaminopropyn-1-yl)-benzene-1,3-dicarboxylic acid diethyl ester (890 mg) in methanol (10 mL) was added palladium 10% on carbon (89 mg) and the solution was stirred at room temperature under an hydrogen atmosphere (1 bar) for 18 h. The solid was filtered off and solvent was removed in vacuo to afford 5-(N-methyl-3-tert-butoxycarbonylaminopropyl)-benzene-1,3-dicarboxylic acid diethyl ester (767 mg) as a yellow oil: Reactants: CC(=O)SCC(Cc1ccccc1)C(=O)O, COC(=O)C(N)CSCc1ccc(OC)cc1, CO, Cl. Product: COC(=O)C(CSCc1ccc(OC)cc1)NC(=O)C(CSC(C)=O)Cc1ccccc1. RXN SMILES: [C:19]([CH3:20])(=[O:21])[S:22][CH2:23][CH:24]([C:25](=[O:26])[OH:27])[CH2:28][c:29]1[cH:30][cH:31][cH:32][cH:33][cH:34]1.[CH3:2][O:3][C:4]([CH:5]([NH2:6])[CH2:7][S:8][CH2:9][c:10]1[cH:11][cH:12][c:13]([O:16][CH3:17])[cH:14][cH:15]1)=[O:18].[CH3:35][OH:36].[ClH:1]>>[CH3:2][O:3][C:4]([CH:5]([NH:6][C:25]([CH:24]([CH2:23][S:22][C:19]([CH3:20])=[O:21])[CH2:28][c:29]1[cH:30][cH:31][cH:32][cH:33][cH:34]1)=[O:26])[CH2:7][S:8][CH2:9][c:10]1[cH:11][cH:12][c:13]([O:16][CH3:17])[cH:14][cH:15]1)=[O:18]. The reactants are CC(=O)O, COc1ccc2c(c1)c(-c1ccc(C(C)C)cc1)nc(=O)n2Cc1cccc([N+](=O)[O-])c1, ClCCl, [Fe], [Na+], [OH-]. Product: COc1ccc2c(c1)c(-c1ccc(C(C)C)cc1)nc(=O)n2Cc1cccc(N)c1. Reaction SMILES: [CH3:33][C:34](=[O:35])[OH:36].[CH:1]([CH3:2])([CH3:3])[c:4]1[cH:5][cH:6][c:7](-[c:10]2[n:11][c:12](=[O:32])[n:13]([CH2:22][c:23]3[cH:24][c:25]([N+:29]([O-:30])=[O:31])[cH:26][cH:27][cH:28]3)[c:14]3[cH:15][cH:16][c:17]([O:20][CH3:21])[cH:18][c:19]23)[cH:8][cH:9]1.[Cl:39][CH2:40][Cl:41].[Fe:42].[Na+:38].[OH-:37]>>[CH:1]([CH3:2])([CH3:3])[c:4]1[cH:5][cH:6][c:7](-[c:10]2[n:11][c:12](=[O:32])[n:13]([CH2:22][c:23]3[cH:24][c:25]([NH2:29])[cH:26][cH:27][cH:28]3)[c:14]3[cH:15][cH:16][c:17]([O:20][CH3:21])[cH:18][c:19]23)[cH:8][cH:9]1. Isolated yield 23.0%. As a reaction SMILES: [NH:1]1[C:5]2=[N:6][CH:7]=[C:8]([NH2:10])[CH:9]=[C:4]2[CH:3]=[CH:2]1.CC#N.N1C=CC=CC=1.Cl[C:21]([O:23][C:24]1[CH:29]=[CH:28][CH:27]=[CH:26][CH:25]=1)=[O:22]>C1COCC1>[NH:1]1[C:5]2=[N:6][CH:7]=[C:8]([NH:10][C:21](=[O:22])[O:23][C:24]3[CH:29]=[CH:28][CH:27]=[CH:26][CH:25]=3)[CH:9]=[C:4]2[CH:3]=[CH:2]1. Conditions: time 8 hour. Yields the product N1C=CC=2C1=NC=C(C2)NC(OC2=CC=CC=C2)=O (Phenyl 1H-pyrrolo[2,3-b]pyridin-5-ylcarbamate). Procedure details: To a solution of 1H-pyrrolo[2,3-b]pyridin-5-ylamine (0.50 g, 3.7 mmol, see Synthesis, 2005, No. 15, 2503-2506) in THF (4 mL) and CH3CN (6 mL) was added pyridine (0.36 mL, 4.4 mmol) followed by phenyl chloroformate (0.49 mL, 3.8 mmol) slowly. The reaction was stirred overnight. The mixture was partitioned between water and EtOAc. The aqueous layer was extracted again with EtOAc. The combined organic layer was dried over sodium sulfate, filtered and concentrated. Purification by chromatography (0-... Run in C1CCOC1 (THF). Reactants: N1C=CC=2C1=NC=C(C2)N (1H-pyrrolo[2,3-b]pyridin-5-ylamine), ClC(=O)OC1=CC=CC=C1 (phenyl chloroformate), CC#N (CH3CN), N1=CC=CC=C1 (pyridine). Starting materials: NCC1=CC=CC2=CC=CC=C12 (1-aminomethylnaphthalene), C(C)N(C(C)C)C(C)C (ethyldiisopropylamine), C(C)(C)(C)OC(=O)NC1CN(CCC1)C1=NC=C(N1CC#CC)C(=O)O (2-(3-tert-butoxycarbonylamino-piperidin-1-yl)-3-(but-2-ynyl)-3H-imidazole-4-carboxylic acid), F[B-](F)(F)F.N1(N=NC2=C1C=CC=C2)OC(=[N+](C)C)N(C)C (O-(benzotriazol-1-yl)-N,N,N′,N′-tetramethyluronium tetrafluoroborate), C([O-])([O-])=O.[K+].[K+] (potassium carbonate). Run in CN(C=O)C (dimethylformamide). Run at time 3 hour. Yields the product C(C#CC)N1C(=NC=C1C(=O)NCC1=CC=CC2=CC=CC=C12)N1CC(CCC1)NC(=O)OC(C)(C)C (1-(but-2-ynyl)-2-(3-tert-butoxycarbonylamino-piperidin-1-yl)-5-(naphth-1-ylmethylaminocarbonyl)-1H-imidazole). As a reaction SMILES: [NH2:1][CH2:2][C:3]1[C:12]2[C:7](=[CH:8][CH:9]=[CH:10][CH:11]=2)[CH:6]=[CH:5][CH:4]=1.C(N(C(C)C)C(C)C)C.[C:22]([O:26][C:27]([NH:29][CH:30]1[CH2:35][CH2:34][CH2:33][N:32]([C:36]2[N:40]([CH2:41][C:42]#[C:43][CH3:44])[C:39]([C:45](O)=[O:46])=[CH:38][N:37]=2)[CH2:31]1)=[O:28])([CH3:25])([CH3:24])[CH3:23].F[B-](F)(F)F.N1(OC(N(C)C)=[N+](C)C)C2C=CC=CC=2N=N1.C(=O)([O-])[O-].[K+].[K+]>CN(C)C=O>[CH2:41]([N:40]1[C:39]([C:45]([NH:1][CH2:2][C:3]2[C:12]3[C:7](=[CH:8][CH:9]=[CH:10][CH:11]=3)[CH:6]=[CH:5][CH:4]=2)=[O:46])=[CH:38][N:37]=[C:36]1[N:32]1[CH2:33][CH2:34][CH2:35][CH:30]([NH:29][C:27]([O:26][C:22]([CH3:25])([CH3:24])[CH3:23])=[O:28])[CH2:31]1)[C:42]#[C:43][CH3:44] |f:3.4,5.6.7|. Procedure: 0.09 ml 1-aminomethylnaphthalene and 0.28 ml ethyldiisopropylamine are added to a solution of 0.20 g 2-(3-tert-butoxycarbonylamino-piperidin-1-yl)-3-(but-2-ynyl)-3H-imidazole-4-carboxylic acid and 0.19 g O-(benzotriazol-1-yl)-N,N,N′,N′-tetramethyluronium tetrafluoroborate in 5 ml of dimethylformamide. The solution is stirred for 3 h at ambient temperature and then combined with saturated aqueous potassium carbonate solution. Then the mixture is extracted with ethyl acetate, the organic extracts ...